From a dataset of the Open Reaction Database (ORD), a public repository of structured organic reaction records. describe an organic reaction: reactants, conditions, products, and yield Starting materials: CC(C)(C)OCCC(=O)O, CCN(C(C)C)C(C)C, O=C(O)C(F)(F)F, N#Cc1cc(Cl)cc(Oc2c(Cl)ccc(CNC(=O)c3cc4cc(N)ccc4[nH]3)c2F)c1, CN(C)C=O. The product is CC(C)(C)OCCC(=O)Nc1ccc2[nH]c(C(=O)NCc3ccc(Cl)c(Oc4cc(Cl)cc(C#N)c4)c3F)cc2c1. RXN SMILES: [CH3:40][C:41]([CH3:42])([CH3:43])[O:44][CH2:45][CH2:46][C:47](=[O:48])[OH:49].[CH:50]([N:51]([CH:52]([CH3:53])[CH3:54])[CH2:55][CH3:56])([CH3:57])[CH3:58].[F:1][C:2]([F:3])([F:4])[C:5]([OH:6])=[O:7].[NH2:8][c:9]1[cH:10][c:11]2[cH:12][c:13]([C:18](=[O:19])[NH:20][CH2:21][c:22]3[c:23]([F:39])[c:24]([O:29][c:30]4[cH:31][c:32]([Cl:38])[cH:33][c:34]([C:36]#[N:37])[cH:35]4)[c:25]([Cl:28])[cH:26][cH:27]3)[nH:14][c:15]2[cH:16][cH:17]1.[O:59]=[CH:60][N:61]([CH3:62])[CH3:63]>>[NH:8]([c:9]1[cH:10][c:11]2[cH:12][c:13]([C:18](=[O:19])[NH:20][CH2:21][c:22]3[c:23]([F:39])[c:24]([O:29][c:30]4[cH:31][c:32]([Cl:38])[cH:33][c:34]([C:36]#[N:37])[cH:35]4)[c:25]([Cl:28])[cH:26][cH:27]3)[nH:14][c:15]2[cH:16][cH:17]1)[C:47]([CH2:46][CH2:45][O:44][C:41]([CH3:40])([CH3:42])[CH3:43])=[O:48]. Starting materials: [Si](C1=CC=CC=C1)(C1=CC=CC=C1)(C(C)(C)C)OC1=CC=CC2=C1CCCC(=C2)C(=O)OC (methyl 1-(tert-butyldiphenylsilyloxy)-8,9-dihydro-7H-benzocycloheptene-6-carboxylate), [Si](C1=CC=CC=C1)(C1=CC=CC=C1)(C(C)(C)C)OC1=CC=CC2=C1CCC=C(C2)C(=O)OC (methyl 1-(tert-butyldiphenylsilyloxy)-8,9-dihydro-5H-benzocycloheptene-6-carboxylate). Product: C(C)(C)(C)[Si](OC1=CC=CC2=C1CCCC(C2)C(=O)OC)(C2=CC=CC=C2)C2=CC=CC=C2 (methyl 1-(tert-butyldiphenyl-silyloxy)-6,7,8,9-tetrahydro-5H-benzocycloheptene-6-carboxylate). Reaction SMILES: [Si:1]([O:18][C:19]1[C:24]2[CH2:25][CH2:26][CH2:27][C:28]([C:30]([O:32][CH3:33])=[O:31])=[CH:29][C:23]=2[CH:22]=[CH:21][CH:20]=1)([C:14]([CH3:17])([CH3:16])[CH3:15])([C:8]1[CH:13]=[CH:12][CH:11]=[CH:10][CH:9]=1)[C:2]1[CH:7]=[CH:6][CH:5]=[CH:4][CH:3]=1.[Si](OC1C2CCC=C(C(OC)=O)CC=2C=CC=1)(C(C)(C)C)(C1C=CC=CC=1)C1C=CC=CC=1>CCOC(C)=O.[Pd]>[C:14]([Si:1]([C:2]1[CH:3]=[CH:4][CH:5]=[CH:6][CH:7]=1)([C:8]1[CH:9]=[CH:10][CH:11]=[CH:12][CH:13]=1)[O:18][C:19]1[C:24]2[CH2:25][CH2:26][CH2:27][CH:28]([C:30]([O:32][CH3:33])=[O:31])[CH2:29][C:23]=2[CH:22]=[CH:21][CH:20]=1)([CH3:17])([CH3:15])[CH3:16]. The solvent is CCOC(=O)C (EtOAc). Reported procedure: To a solution of a mixture of methyl 1-(tert-butyldiphenylsilyloxy)-8,9-dihydro-7H-benzocycloheptene-6-carboxylate and methyl 1-(tert-butyldiphenylsilyloxy)-8,9-dihydro-5H-benzocycloheptene-6-carboxylate (1.50 g) in EtOAc (60 ml) was added 10% Pd-C (wet) (300 mg). The mixture was stirred under hydrogen atmosphere at room temperature for 7 hours. After removal of Pd-C by filtration, the filtrate was evaporated to give methyl 1-(tert-butyldiphenyl-silyloxy)-6,7,8,9-tetrahydro-5H-benzocycloheptene-... Run at time 7 hour. Reagents/catalysts: [Pd] (Pd-C). Starting materials: CCCC[Sn](CCCC)(CCCC)CCCO, CCOC(=O)c1noc(-c2cccc(Br)c2)c1N, C1COCCO1. Yields the product CCOC(=O)c1noc(-c2cccc(C=CCO)c2)c1N. As a reaction SMILES: [CH2:19]([Sn:20]([CH2:21][CH2:22][CH2:23][CH3:28])([CH2:24][CH2:25][CH2:26][OH:27])[CH2:29][CH2:30][CH2:31][CH3:32])[CH2:33][CH2:34][CH3:35].[NH2:1][c:2]1[c:3]([C:14](=[O:15])[O:16][CH2:17][CH3:18])[n:4][o:5][c:6]1-[c:7]1[cH:8][c:9]([Br:13])[cH:10][cH:11][cH:12]1.[O:36]1[CH2:37][CH2:38][O:39][CH2:40][CH2:41]1>>[NH2:1][c:2]1[c:3]([C:14](=[O:15])[O:16][CH2:17][CH3:18])[n:4][o:5][c:6]1-[c:7]1[cH:8][c:9]([CH:24]=[CH:25][CH2:26][OH:27])[cH:10][cH:11][cH:12]1. Yields the product NC(=O)c1[nH]c2ccc(-c3ccco3)cc2c1S(=O)(=O)N1CCOCC1. RXN SMILES: [Br:1][c:2]1[cH:3][c:4]2[c:5]([S:14](=[O:15])(=[O:16])[N:17]3[CH2:18][CH2:19][O:20][CH2:21][CH2:22]3)[c:6]([C:11](=[O:12])[NH2:13])[nH:7][c:8]2[cH:9][cH:10]1.[CH2:23]([Sn:24]([CH2:25][CH2:26][CH2:27][CH3:33])([c:28]1[o:29][cH:30][cH:31][cH:32]1)[CH2:34][CH2:35][CH2:36][CH3:37])[CH2:38][CH2:39][CH3:40].[Na+:67].[O-:63][C:64]([OH:65])=[O:66].[O:68]=[CH:69][N:70]([CH3:71])[CH3:72].[c:41]1([CH3:42])[cH:43][cH:44][cH:45][cH:46][c:47]1[P:48]([c:49]1[cH:50][cH:51][cH:52][cH:53][c:54]1[CH3:55])[c:56]1[cH:57][cH:58][cH:59][cH:60][c:61]1[CH3:62]>>[c:2]1(-[c:28]2[o:29][cH:30][cH:31][cH:32]2)[cH:3][c:4]2[c:5]([S:14](=[O:15])(=[O:16])[N:17]3[CH2:18][CH2:19][O:20][CH2:21][CH2:22]3)[c:6]([C:11](=[O:12])[NH2:13])[nH:7][c:8]2[cH:9][cH:10]1. Reactants: NC(=O)c1[nH]c2ccc(Br)cc2c1S(=O)(=O)N1CCOCC1, CCCC[Sn](CCCC)(CCCC)c1ccco1, [Na+], O=C([O-])O, CN(C)C=O, Cc1ccccc1P(c1ccccc1C)c1ccccc1C. Isolated yield 67.6%. The reactants are [H-].[Na+] (sodium hydride), COC(C(C1=CC=C(C=C1)O)=O)=O (4-hydroxy-alpha-oxobenzeneacetic acid methyl ester), ClCC#CC1=CC=CC=C1 ((3-chloro-l-propynyl)benzene). The product is COC(C(C1=CC=C(C=C1)OCC#CC1=CC=CC=C1)=O)=O (alpha-oxo-4-[(3-phenyl-2-propynyl)oxy]benzeneacetic acid methyl ester). Solvent: CN(C=O)C (dimethylformamide). As a reaction SMILES: [CH3:1][O:2][C:3](=[O:13])[C:4](=[O:12])[C:5]1[CH:10]=[CH:9][C:8]([OH:11])=[CH:7][CH:6]=1.[H-].[Na+].Cl[CH2:17][C:18]#[C:19][C:20]1[CH:25]=[CH:24][CH:23]=[CH:22][CH:21]=1>CN(C)C=O>[CH3:1][O:2][C:3](=[O:13])[C:4](=[O:12])[C:5]1[CH:10]=[CH:9][C:8]([O:11][CH2:17][C:18]#[C:19][C:20]2[CH:25]=[CH:24][CH:23]=[CH:22][CH:21]=2)=[CH:7][CH:6]=1 |f:1.2|. Run at temperature 60 celsius, time 15 minute. Reported procedure: A stirred mixture of 4-hydroxy-alpha-oxobenzeneacetic acid methyl ester (0.724 g) in dimethylformamide (10 mL) under argon was treated with 55% sodium hydride (0.175 g), stirred for 15 minutes and treated with (3-chloro-l-propynyl)benzene (0.754 g). The mixture was heated at 60° C. overnight and worked up as in Example 20. The crude dichloromethane extract was purified by HPLC (dichloromethane-hexane; 4: 1) and the resulting solids were crystallized from diethyl ether-hexane to give 0.8 g of alp... As a reaction SMILES: [OH:1][C:2]([C:4]([F:7])([F:6])[F:5])=O.[F:8][C:9]1[CH:36]=[CH:35][C:12]([CH2:13][N:14]2[CH2:19][CH2:18][N:17]3[C:20](=[O:33])[C:21]([CH2:26][CH:27]4[CH2:32][CH2:31][NH:30][CH2:29][CH2:28]4)=[C:22]([OH:25])[C:23]([OH:24])=[C:16]3[C:15]2=[O:34])=[CH:11][CH:10]=1.N1C=CC=CC=1.FC(F)(F)C(OC(=O)C(F)(F)F)=O.CN(C=O)C>C(Cl)Cl>[F:8][C:9]1[CH:10]=[CH:11][C:12]([CH2:13][N:14]2[CH2:19][CH2:18][N:17]3[C:20](=[O:33])[C:21]([CH2:26][CH:27]4[CH2:28][CH2:29][N:30]([C:2](=[O:1])[C:4]([F:7])([F:6])[F:5])[CH2:31][CH2:32]4)=[C:22]([OH:25])[C:23]([OH:24])=[C:16]3[C:15]2=[O:34])=[CH:35][CH:36]=1 |f:0.1|. Conditions: time 1 hour. Reactants: OC(=O)C(F)(F)F.FC1=CC=C(CN2C(C=3N(CC2)C(C(=C(C3O)O)CC3CCNCC3)=O)=O)C=C1 (2-(4-Fluorobenzyl)-8,9-dihydroxy-7-(piperidin-4-ylmethyl)-3,4-dihydro-2H-pyrido[1,2-a]pyrazine-1,6-dione mono TFA salt), N1=CC=CC=C1 (pyridine), FC(C(=O)OC(C(F)(F)F)=O)(F)F (trifluoroacetic anhydride), CN(C)C=O (DMF). Procedure details: To a solution of 2-(4-fluorobenzyl)-8,9-dihydroxy-7-(piperidin-4-ylmethyl)-3,4-dihydro-2H-pyrido[1,2-a]pyrazine-1,6-dione mono TFA salt [50 mg, 0.125 mmol; Example 31 (Step 3)] in methylene chloride (2 mL), pyridine (12 μL, 0.149 mmol), trifluoroacetic anhydride (26 mg, 0.149 mmol) and a couple drops of DMF were added. After one hour, the reaction mixture was concentrated under vacuum, and the residue was purified by prep HPLC [Gilson semi preparative HPLC system using a Waters Nova Pak column (... Yields the product FC1=CC=C(CN2C(C=3N(CC2)C(C(=C(C3O)O)CC3CCN(CC3)C(C(F)(F)F)=O)=O)=O)C=C1 (2-(4-Fluorobenzyl)-8,9-dihydroxy-7-{[1-(trifluoroacetyl)piperidin-4-yl]methyl}-3,4-dihydro-2H-pyrido[1,2-a]pyrazine-1,6-dione). The solvent is C(Cl)Cl (methylene chloride). Starting materials: N1(C=NC=C1)CC1COC2=C(C1O)C=C(C=C2)C(=O)O (3,4-dihydro-3(1H-imidazol-1-ylmethyl)-4-hydroxy-2H-1-benzopyran-6-carboxylic acid), [OH-].[NH4+] (ammonium hydroxide). Solvent: C(C)(=O)O (acetic acid), S(O)(O)(=O)=O (sulfuric acid). Yields the product N1(C=NC=C1)CC=1COC2=C(C1)C=C(C=C2)C(=O)O (3-(1H-imidazol-1-ylmethyl)-2H-1-benzopyran-6-carboxylic acid). Yield: 53.5%. Reaction SMILES: [N:1]1([CH2:6][CH:7]2[CH:12](O)[C:11]3[CH:14]=[C:15]([C:18]([OH:20])=[O:19])[CH:16]=[CH:17][C:10]=3[O:9][CH2:8]2)[CH:5]=[CH:4][N:3]=[CH:2]1.[OH-].[NH4+]>C(O)(=O)C.S(=O)(=O)(O)O>[N:1]1([CH2:6][C:7]2[CH2:8][O:9][C:10]3[CH:17]=[CH:16][C:15]([C:18]([OH:20])=[O:19])=[CH:14][C:11]=3[CH:12]=2)[CH:5]=[CH:4][N:3]=[CH:2]1 |f:1.2|. Reported procedure: A solution of 3,4-dihydro-3(1H-imidazol-1-ylmethyl)-4-hydroxy-2H-1-benzopyran-6-carboxylic acid (3.0 g) in glacial acetic acid (60 ml) and concentrated sulfuric acid (30 ml) is heated at 80° C. for 3 hours. After cooling, the reaction mixture is poured into crushed ice, neutralized with ammonium hydroxide and extracted with methylene chloride. The organic layer is dried over sodium sulfate and evaporated to dryness. The resulting residue is treated with ethyl ether to give 1.5 g of 3-(1H-imidazo... Product: O=C(O)CCOc1ccccc1F. Reaction SMILES: [Br:9][CH2:10][CH2:11][C:12](=[O:13])[OH:14].[ClH:17].[F:1][c:2]1[c:3]([OH:8])[cH:4][cH:5][cH:6][cH:7]1.[Na+:16].[OH-:15].[OH2:18]>>[F:1][c:2]1[c:3]([O:8][CH2:10][CH2:11][C:12](=[O:13])[OH:14])[cH:4][cH:5][cH:6][cH:7]1. Reactants: O=C(O)CCBr, Cl, Oc1ccccc1F, [Na+], [OH-], O. Reactants: ClC1=NC(=CC(=N1)N1CCOCC1)C (4-(2-chloro-6-methylpyrimidin-4-yl)morpholine), NC1CN(CC1F)C(=O)OCC1=CC=CC=C1 (benzyl (3RS,4RS)-3-amino-4-fluoropyrrolidine-1-carboxylate), C(C)(C)(C)P(C1=C(C=CC=C1)C1=CC=CC=C1)C(C)(C)C (2-(di-t-butylphosphino)biphenyl), CC(C)([O-])C.[Na+] (sodium t-butoxide). The reagents and catalysts are CC(=O)[O-].CC(=O)[O-].[Pd+2] (Pd(OAc)2). Run in C1(=CC=CC=C1)C (toluene). The product is FC1CN(CC1NC1=NC(=CC(=N1)C)N1CCOCC1)C(=O)OCC1=CC=CC=C1 (benzyl (3RS,4RS)-3-fluoro-4-(4-methyl-6-morpholin-4-ylpyrimidin-2-ylamino)pyrrolidine-1-carboxylate). Isolated yield 7.1%. As a reaction SMILES: Cl[C:2]1[N:7]=[C:6]([N:8]2[CH2:13][CH2:12][O:11][CH2:10][CH2:9]2)[CH:5]=[C:4]([CH3:14])[N:3]=1.[NH2:15][CH:16]1[CH:20]([F:21])[CH2:19][N:18]([C:22]([O:24][CH2:25][C:26]2[CH:31]=[CH:30][CH:29]=[CH:28][CH:27]=2)=[O:23])[CH2:17]1.C(P(C(C)(C)C)C1C=CC=CC=1C1C=CC=CC=1)(C)(C)C.CC(C)([O-])C.[Na+]>CC([O-])=O.CC([O-])=O.[Pd+2].C1(C)C=CC=CC=1>[F:21][CH:20]1[CH:16]([NH:15][C:2]2[N:3]=[C:4]([CH3:14])[CH:5]=[C:6]([N:8]3[CH2:13][CH2:12][O:11][CH2:10][CH2:9]3)[N:7]=2)[CH2:17][N:18]([C:22]([O:24][CH2:25][C:26]2[CH:31]=[CH:30][CH:29]=[CH:28][CH:27]=2)=[O:23])[CH2:19]1 |f:3.4,5.6.7|. Procedure details: A mixture of 4-(2-chloro-6-methylpyrimidin-4-yl)morpholine (180 mg), benzyl (3RS,4RS)-3-amino-4-fluoropyrrolidine-1-carboxylate (240 mg), Pd(OAc)2 (38 mg), 2-(di-t-butylphosphino)biphenyl (0.10 g), sodium t-butoxide (0.24 g), and toluene (2 mL) was heated to reflux under nitrogen atmosphere for 6 h. The reaction solution was extracted with chloroform and dried with anhydrous magnesium sulfate. The desiccant was removed by filtration, then the filtrate was concentrated under reduced pressure, and... Reactants: [Mg] (magnesium), Cl (hydrochloric acid), FC=1C=C(C=C(C1)F)Br (3,5-difluoro-1-bromobenzene), CN(C=O)C (N,N-dimethylformamide). Solvent: O1CCCC1 (tetrahydrofuran), O1CCCC1 (THF). Reaction conditions: time 1 hour. The product is FC=1C=C(C=O)C=C(C1)F (3,5-difluorobenzaldehyde). Isolated yield 84.9%. As a reaction SMILES: [Mg].[F:2][C:3]1[CH:4]=[C:5](Br)[CH:6]=[C:7]([F:9])[CH:8]=1.CN(C)[CH:13]=[O:14].Cl>O1CCCC1>[F:2][C:3]1[CH:4]=[C:5]([CH:6]=[C:7]([F:9])[CH:8]=1)[CH:13]=[O:14]. Procedure: A 28 g portion of magnesium turnings was suspended in 60 ml of tetrahydrofuran (THF) to which was subsequently added dropwise 800 ml of THF solution containing 200 g of 3,5-difluoro-1-bromobenzene at such a rate that the solvent was gently refluxed. After the dropwise addition, the mixture was stirred at room temperature for 1 hour and then 91 g of N,N-dimethylformamide (DMF) was added dropwise thereto. After the dropwise addition, this was further stirred at room temperature for 1 hour, mixed w...